Dataset: the Open Reaction Database (ORD), a public repository of structured organic reaction records. Task: describe an organic reaction: reactants, conditions, products, and yield Starting materials: C(C)OC(=O)C1=CC=C(OCC2=CN(C3=CC=CC=C23)C=2C=NC=CC2)C=C1 (3-[(p-ethoxycarbonylphenoxy)methyl]-N-(3-pyridyl)-indole). Run in C(C)O (ethanol), [OH-].[Na+] (sodium hydroxide). The product is C(=O)(O)C1=CC=C(OCC2=CN(C3=CC=CC=C23)C=2C=NC=CC2)C=C1 (3-[(p-carboxyphenoxy)-methyl]-N-(3-pyridyl)indole). Reaction SMILES: C([O:3][C:4]([C:6]1[CH:28]=[CH:27][C:9]([O:10][CH2:11][C:12]2[C:20]3[C:15](=[CH:16][CH:17]=[CH:18][CH:19]=3)[N:14]([C:21]3[CH:22]=[N:23][CH:24]=[CH:25][CH:26]=3)[CH:13]=2)=[CH:8][CH:7]=1)=[O:5])C>C(O)C.[OH-].[Na+]>[C:4]([C:6]1[CH:7]=[CH:8][C:9]([O:10][CH2:11][C:12]2[C:20]3[C:15](=[CH:16][CH:17]=[CH:18][CH:19]=3)[N:14]([C:21]3[CH:22]=[N:23][CH:24]=[CH:25][CH:26]=3)[CH:13]=2)=[CH:27][CH:28]=1)([OH:5])=[O:3] |f:2.3|. Procedure: A solution of crude 3-[(p-ethoxycarbonylphenoxy)methyl]-N-(3-pyridyl)-indole (6.5 g) in 60 ml of ethanol and 60 ml of 1N sodium hydroxide is heated under reflux for 3 hours. The ethanol is distilled off, the aqueous phase is washed with ether, acidified with conc. hydrochloric acid to pH=6, and the resulting solid is filtered off to yield 3-[(p-carboxyphenoxy)-methyl]-N-(3-pyridyl)indole. Treatment with ethanolic hydrogen chloride gives 3-[(p-carboxyphenoxy)methyl]-N-(3-pyridyl)indole hydrochlor... Reactants: CC(C)(C)OC(=O)NCCCCN, C=CCn1c(C=O)nc2ccccc21, ClCCl. Yields the product C=CCn1c(CNCCCCNC(=O)OC(C)(C)C)nc2ccccc21. As a reaction SMILES: [C:1]([CH3:2])([CH3:3])([CH3:4])[O:5][C:6]([NH:7][CH2:8][CH2:9][CH2:10][CH2:11][NH2:12])=[O:13].[CH2:14]([CH:15]=[CH2:16])[n:17]1[c:18]([CH:26]=[O:27])[n:19][c:20]2[c:21]1[cH:22][cH:23][cH:24][cH:25]2.[Cl:28][CH2:29][Cl:30]>>[C:1]([CH3:2])([CH3:3])([CH3:4])[O:5][C:6]([NH:7][CH2:8][CH2:9][CH2:10][CH2:11][NH:12][CH2:26][c:18]1[n:17]([CH2:14][CH:15]=[CH2:16])[c:21]2[c:20]([n:19]1)[cH:25][cH:24][cH:23][cH:22]2)=[O:13].